This data is from the Open Reaction Database (ORD), a public repository of structured organic reaction records. The task is: describe an organic reaction: reactants, conditions, products, and yield The reactants are COc1ccccc1C=[N+]1CCOCC1, [Cl-], c1ccc(-n2cccc2)cc1. Product: COc1ccccc1C(c1cccn1-c1ccccc1)N1CCOCC1. As a reaction SMILES: [CH3:13][O:14][c:15]1[c:16]([CH:17]=[N+:18]2[CH2:19][CH2:20][O:21][CH2:22][CH2:23]2)[cH:24][cH:25][cH:26][cH:27]1.[Cl-:12].[c:1]1(-[n:7]2[cH:8][cH:9][cH:10][cH:11]2)[cH:2][cH:3][cH:4][cH:5][cH:6]1>>[c:1]1(-[n:7]2[c:8]([CH:17]([c:16]3[c:15]([O:14][CH3:13])[cH:27][cH:26][cH:25][cH:24]3)[N:18]3[CH2:19][CH2:20][O:21][CH2:22][CH2:23]3)[cH:9][cH:10][cH:11]2)[cH:2][cH:3][cH:4][cH:5][cH:6]1. The reactants are C([O-])(O)=O (bicarbonate), OCC(CC1C(CC2=CC(=CC=C12)CCCCCCCC)O)(CO)NC(C)=O (N-[1,1-Bis-hydroxymethyl-2-(2-hydroxy-5-octyl-indan-1-yl)-ethyl]-acetamide), O (water), C=1(C(=CC=CC1)S(=O)(=O)O)C (toluenesulphonic acid). The solvent is C1(=CC=CC=C1)C (toluene). Product: OCC(CC1=CCC2=CC(=CC=C12)CCCCCCCC)(CO)NC(C)=O (N-[1,1-Bis-hydroxymethyl-2-(5-octyl-3H-inden-1-yl)-ethyl]-acetamide). RXN SMILES: [OH:1][CH2:2][C:3]([NH:25][C:26](=[O:28])[CH3:27])([CH2:23][OH:24])[CH2:4][CH:5]1[C:13]2[C:8](=[CH:9][C:10]([CH2:14][CH2:15][CH2:16][CH2:17][CH2:18][CH2:19][CH2:20][CH3:21])=[CH:11][CH:12]=2)[CH2:7][CH:6]1O.C1(C)C(S(O)(=O)=O)=CC=CC=1.O.C(=O)(O)[O-]>C1(C)C=CC=CC=1>[OH:24][CH2:23][C:3]([NH:25][C:26](=[O:28])[CH3:27])([CH2:2][OH:1])[CH2:4][C:5]1[C:13]2[C:8](=[CH:9][C:10]([CH2:14][CH2:15][CH2:16][CH2:17][CH2:18][CH2:19][CH2:20][CH3:21])=[CH:11][CH:12]=2)[CH2:7][CH:6]=1. Reported procedure: Compound 18 (85 mg, 022 mmol) is dissolved in toluene (10 mL), toluenesulphonic acid (˜5 mg) is added, and the reaction heated to reflux for 3 hours with continuous removal of water from the condensed azeotrope. The reaction is cooled, then poured into aqueous bicarbonate (5% w/w, 10 mL) and the aqueous layer extracted with ether (5 mL) twice. The organic layers are combined and removed in vacuo to provide the crude residue that upon silica gel chromatography provide 19. Starting materials: CCN=C=NCCCN(C)C, CN(C)c1ccccn1, CC(=O)O, CCOC(C)=O, NS(=O)(=O)CCC1CCC(c2cc(F)ccc2F)(S(=O)(=O)c2ccc(Cl)cc2)CC1, ClCCl, Cl. The product is CC(=O)NS(=O)(=O)CCC1CCC(c2cc(F)ccc2F)(S(=O)(=O)c2ccc(Cl)cc2)CC1. Reaction SMILES: [CH3:32][N:33]([CH3:34])[CH2:35][CH2:36][CH2:37][N:38]=[C:39]=[N:40][CH2:41][CH3:42].[CH3:43][N:44]([c:45]1[cH:46][cH:47][cH:48][cH:49][n:50]1)[CH3:51].[CH3:52][C:53]([OH:54])=[O:55].[CH3:59][CH2:60][O:61][C:62](=[O:63])[CH3:64].[Cl:1][c:2]1[cH:3][cH:4][c:5]([S:8](=[O:9])(=[O:10])[C:11]2([c:23]3[c:24]([F:30])[cH:25][cH:26][c:27]([F:29])[cH:28]3)[CH2:12][CH2:13][CH:14]([CH2:17][CH2:18][S:19](=[O:20])(=[O:21])[NH2:22])[CH2:15][CH2:16]2)[cH:6][cH:7]1.[Cl:56][CH2:57][Cl:58].[ClH:31]>>[Cl:1][c:2]1[cH:3][cH:4][c:5]([S:8](=[O:9])(=[O:10])[C:11]2([c:23]3[c:24]([F:30])[cH:25][cH:26][c:27]([F:29])[cH:28]3)[CH2:12][CH2:13][CH:14]([CH2:17][CH2:18][S:19](=[O:20])(=[O:21])[NH:22][C:53]([CH3:52])=[O:54])[CH2:15][CH2:16]2)[cH:6][cH:7]1. Starting materials: OCCN1CCCC1 (1-(2-hydroxyethyl)pyrrolidine), [H-].[Na+] (NaH), S(=O)(=O)(C1=CC=C(C)C=C1)OCCS[C@@H]1C[C@H]2CC[C@H]3[C@]4(CC[C@@H]([C@@]4(C)CC[C@@H]3[C@]2(CC1)C)C1=COC=C1)O (3β-(2-tosyloxyethylthio)-17β-(3-furyl)-5β-androstan-14β-ol), O (water). The solvent is CN(C=O)C (dimethylformamide), CN(C=O)C (dimethylformamide). Product: N1(CCCC1)CCOCCS[C@@H]1C[C@H]2CC[C@H]3[C@]4(CC[C@@H]([C@@]4(C)CC[C@@H]3[C@]2(CC1)C)C1=COC=C1)O (3β-(2-(2-(1-Pyrrolidinyl)ethoxy)ethylthio)-17β-(3-furyl)-5β-androstan-14β-ol). Yield: 69.8%. RXN SMILES: [OH:1][CH2:2][CH2:3][N:4]1[CH2:8][CH2:7][CH2:6][CH2:5]1.[H-].[Na+].S(O[CH2:22][CH2:23][S:24][C@H:25]1[CH2:42][CH2:41][C@@:40]2([CH3:43])[C@H:27]([CH2:28][CH2:29][C@@H:30]3[C@@H:39]2[CH2:38][CH2:37][C@@:35]2([CH3:36])[C@:31]3([OH:49])[CH2:32][CH2:33][C@@H:34]2[C:44]2[CH:48]=[CH:47][O:46][CH:45]=2)[CH2:26]1)(C1C=CC(C)=CC=1)(=O)=O.O>CN(C)C=O>[N:4]1([CH2:3][CH2:2][O:1][CH2:22][CH2:23][S:24][C@H:25]2[CH2:42][CH2:41][C@@:40]3([CH3:43])[C@H:27]([CH2:28][CH2:29][C@@H:30]4[C@@H:39]3[CH2:38][CH2:37][C@@:35]3([CH3:36])[C@:31]4([OH:49])[CH2:32][CH2:33][C@@H:34]3[C:44]3[CH:48]=[CH:47][O:46][CH:45]=3)[CH2:26]2)[CH2:8][CH2:7][CH2:6][CH2:5]1 |f:1.2|. Procedure details: To a solution of 0.21 g of 1-(2-hydroxyethyl)pyrrolidine in 5 ml of dimethylformamide, 0.076 g of NaH (60% dispersion in mineral oil) were added and the mixture was kept at reflux for 2 hrs, then 0.35 g of 3β-(2-tosyloxyethylthio)-17β-(3-furyl)-5β-androstan-14β-ol in 2 ml of dimethylformamide was added, the mixture was kept at reflux temperature for 4 hrs and 5 ml of water were added. The residue was extracted with methylene chloride, the organic layer was washed with water to neutral pH, dried ... The reactants are ClC1=CC=C(C=C1)C=1N=C(SC1)N (4-(4-chlorophenyl)-1,3-thiazol-2-amine), C(=O)(Cl)Cl (phosgene), Cl.CN1CCN(CC1)C1=NC(=NC(=C1)C1=CC=C2CCNCC2=C1)N (4-(4-methylpiperazin-1-yl)-6-(1,2,3,4-tetrahydroisoquinolin-7-yl)pyrimidin-2-amine HCl salt). Yields the product NC1=NC(=CC(=N1)C1=CC=C2CCN(CC2=C1)C(=O)NC=1SC=C(N1)C1=CC=C(C=C1)Cl)N1CCN(CC1)C (7-[2-Amino-6-(4-methylpiperazin-1-yl)pyrimidin-4-yl]-N-[4-(4-chlorophenyl)-1,3-thiazol-2-yl]-3,4-dihydroisoquinoline-2(1H)-carboxamide). As a reaction SMILES: [Cl:1][C:2]1[CH:7]=[CH:6][C:5]([C:8]2[N:9]=[C:10]([NH2:13])[S:11][CH:12]=2)=[CH:4][CH:3]=1.[C:14](Cl)(Cl)=[O:15].Cl.[CH3:19][N:20]1[CH2:25][CH2:24][N:23]([C:26]2[CH:31]=[C:30]([C:32]3[CH:41]=[C:40]4[C:35]([CH2:36][CH2:37][NH:38][CH2:39]4)=[CH:34][CH:33]=3)[N:29]=[C:28]([NH2:42])[N:27]=2)[CH2:22][CH2:21]1>>[NH2:42][C:28]1[N:29]=[C:30]([C:32]2[CH:41]=[C:40]3[C:35]([CH2:36][CH2:37][N:38]([C:14]([NH:13][C:10]4[S:11][CH:12]=[C:8]([C:5]5[CH:4]=[CH:3][C:2]([Cl:1])=[CH:7][CH:6]=5)[N:9]=4)=[O:15])[CH2:39]3)=[CH:34][CH:33]=2)[CH:31]=[C:26]([N:23]2[CH2:22][CH2:21][N:20]([CH3:19])[CH2:25][CH2:24]2)[N:27]=1 |f:2.3|. Procedure details: This compound was prepared by using procedures analogous to those described for the synthesis of Example 40 starting from 4-(4-chlorophenyl)-1,3-thiazol-2-amine (Aldrich, Cat. #339369), phosgene and 4-(4-methylpiperazin-1-yl)-6-(1,2,3,4-tetrahydroisoquinolin-7-yl)pyrimidin-2-amine HCl salt. Analytic LCMS (M+H)+: m/z=561.2/563.2. Starting materials: O=C([O-])[O-], CCC(=O)N(c1ccccc1)C1(c2nnc(CC)o2)CCNCC1, CC#N, [I-], [Na+], [Na+], [Na+], ClCCc1cccs1. Product: CCC(=O)N(c1ccccc1)C1(c2nnc(CC)o2)CCN(CCc2cccs2)CC1. Reaction SMILES: [C:35](=[O:36])([O-:37])[O-:38].[CH2:1]([CH3:2])[c:3]1[n:4][n:5][c:6]([C:8]2([N:14]([C:15]([CH2:16][CH3:17])=[O:18])[c:19]3[cH:20][cH:21][cH:22][cH:23][cH:24]3)[CH2:9][CH2:10][NH:11][CH2:12][CH2:13]2)[o:7]1.[CH3:41][C:42]#[N:43].[I-:33].[Na+:34].[Na+:39].[Na+:40].[s:25]1[c:26]([CH2:30][CH2:31][Cl:32])[cH:27][cH:28][cH:29]1>>[CH2:1]([CH3:2])[c:3]1[n:4][n:5][c:6]([C:8]2([N:14]([C:15]([CH2:16][CH3:17])=[O:18])[c:19]3[cH:20][cH:21][cH:22][cH:23][cH:24]3)[CH2:9][CH2:10][N:11]([CH2:31][CH2:30][c:26]3[s:25][cH:29][cH:28][cH:27]3)[CH2:12][CH2:13]2)[o:7]1. The reactants are ClC=1N=C(C2=C(N1)C=C(S2)CN2CCN(CC2)C(C(=O)NC)(C)C)N2CCOCC2 (2-[4-(2-chloro-4-morpholin-4-yl-thieno[3,2-d]pyrimidin-6-ylmethyl)-piperazin-1-yl]-N-methyl-isobutyramide), CC1(OB(OC1(C)C)C=1C=CC(=NC1)N)C (5-(4,4,5,5-tetramethyl-[1,3,2]dioxaborolan-2-yl)-pyridin-2-ylamine). Product: NC1=CC=C(C=N1)C=1N=C(C2=C(N1)C=C(S2)CN2CCN(CC2)C(C(=O)NC)(C)C)N2CCOCC2 (2-(4-((2-(6-aminopyridin-3-yl)-4-morpholinothieno[3,2-d]pyrimidin-6-yl)methyl)piperazin-1-yl)-N,2-dimethylpropanamide). Reaction SMILES: Cl[C:2]1[N:3]=[C:4]([N:25]2[CH2:30][CH2:29][O:28][CH2:27][CH2:26]2)[C:5]2[S:10][C:9]([CH2:11][N:12]3[CH2:17][CH2:16][N:15]([C:18]([CH3:24])([CH3:23])[C:19]([NH:21][CH3:22])=[O:20])[CH2:14][CH2:13]3)=[CH:8][C:6]=2[N:7]=1.CC1(C)C(C)(C)OB([C:39]2[CH:40]=[CH:41][C:42]([NH2:45])=[N:43][CH:44]=2)O1>>[NH2:45][C:42]1[N:43]=[CH:44][C:39]([C:2]2[N:3]=[C:4]([N:25]3[CH2:30][CH2:29][O:28][CH2:27][CH2:26]3)[C:5]3[S:10][C:9]([CH2:11][N:12]4[CH2:17][CH2:16][N:15]([C:18]([CH3:24])([CH3:23])[C:19]([NH:21][CH3:22])=[O:20])[CH2:14][CH2:13]4)=[CH:8][C:6]=3[N:7]=2)=[CH:40][CH:41]=1. Procedure details: 2-[4-(2-chloro-4-morpholin-4-yl-thieno[3,2-d]pyrimidin-6-ylmethyl)-piperazin-1-yl]-N-methyl-isobutyramide was reacted with 5-(4,4,5,5-tetramethyl-[1,3,2]dioxaborolan-2-yl)-pyridin-2-ylamine in General Procedure A. Purification on silica yielded 171. (400 MHz CDCl3): 1.21 (6H, s, ar), 2.56 (8H, b, CH2), 2.80 (3H, d (J=5.03), CH3), 3.82 (2H, s, ar), 3.87-3.89 (4H, m, CH2), 4.01-4.04 (4H, m, CH2), 4.61 (1H, s, NH), 6.56 (1H, d (J=8.40), ar), 7.15 (1H, d, ar), 8.45-8.47 (1H, m, ar), 9.15 (1H, s, ar)... Reactants: NC1=CC=C(C=C1)C (p-toluidine), [Cl-].[Ca+2].[Cl-] (calcium chloride), [Cl-].[Al+3].[Cl-].[Cl-] (aluminum chloride), C1(=CC=CC=C1)C (toluene). Solvent: C1CCCC2=CC=CC=C12 (1,2,3,4-tetrahydronaphthalene), ice water. Yields the product CC1=CC=C(C=C1)NC1=CC=C(C=C1)C (bis(4-methylphenyl)amine). The yield is 69.8%. Reaction SMILES: [NH2:1][C:2]1[CH:7]=[CH:6][C:5]([CH3:8])=[CH:4][CH:3]=1.[Cl-].[Ca+2].[Cl-].[Cl-].[Al+3].[Cl-].[Cl-].[C:16]1([CH3:22])[CH:21]=[CH:20][CH:19]=[CH:18][CH:17]=1>C1C2C(=CC=CC=2)CCC1>[CH3:8][C:5]1[CH:6]=[CH:7][C:2]([NH:1][C:19]2[CH:20]=[CH:21][C:16]([CH3:22])=[CH:17][CH:18]=2)=[CH:3][CH:4]=1 |f:1.2.3,4.5.6.7|. Reported procedure: In a 500-ml four-necked flask were charged 56 ml of 1,2,3,4-tetrahydronaphthalene (boiling point: 207° C.) as a solvent and 91.1 g (0.83 mol) of p-toluidine, followed by the addition of 25.6 g (0.23 mol) of anhydrous calcium chloride and 30.8 g (0.23 mol) of anhydrous aluminum chloride under stirring. The resulting mixture was reacted at 210 to 220° C. for 3 hours under a nitrogen atmosphere. After cooling, the reaction mixture was added with 126 ml of toluene, followed by charging in 160 g of i...